From a dataset of the Open Reaction Database (ORD), a public repository of structured organic reaction records. describe an organic reaction: reactants, conditions, products, and yield Starting materials: NC=1C=2N(C=CN1)C(=NC2C2=CC(=CC=C2)OCC2=CC=CC=C2)[C@@H]2CC[C@H](CC2)C(=O)N (trans-4-[8-Amino-1-(3-benzyloxy-phenyl)-imidazo[1,5-a]pyrazin-3-yl]-cyclohexanecarboxylic acid amide), COC(=O)C1CCC(CC1)C1=NC(=C2N1C=CN=C2N)C2=CC(=CC=C2)OCC2=C(C=CC=C2F)F (4-{8-Amino-1-[3-(2,6-difluoro-benzyloxy)-phenyl]-imidazo[1,5-a]pyrazin-3-yl}-cyclohexanecarboxylic acid methyl ester). The product is NC=1C=2N(C=CN1)C(=NC2C2=CC(=CC=C2)OCC2=C(C=CC=C2F)F)C2CCC(CC2)C(=O)N (4-{8-Amino-1-[3-(2,6-difluoro-benzyloxy)-phenyl]-imidazo[1,5-a]pyrazin-3-yl}-cyclohexanecarboxylic acid amide). Reaction SMILES: [NH2:1]C1C2N(C([C@H]3CC[C@H](C(N)=O)CC3)=NC=2C2C=CC=C(OCC3C=CC=CC=3)C=2)C=CN=1.C[O:35][C:36]([CH:38]1[CH2:43][CH2:42][CH:41]([C:44]2[N:48]3[CH:49]=[CH:50][N:51]=[C:52]([NH2:53])[C:47]3=[C:46]([C:54]3[CH:59]=[CH:58][CH:57]=[C:56]([O:60][CH2:61][C:62]4[C:67]([F:68])=[CH:66][CH:65]=[CH:64][C:63]=4[F:69])[CH:55]=3)[N:45]=2)[CH2:40][CH2:39]1)=O>>[NH2:53][C:52]1[C:47]2[N:48]([C:44]([CH:41]3[CH2:42][CH2:43][CH:38]([C:36]([NH2:1])=[O:35])[CH2:39][CH2:40]3)=[N:45][C:46]=2[C:54]2[CH:59]=[CH:58][CH:57]=[C:56]([O:60][CH2:61][C:62]3[C:67]([F:68])=[CH:66][CH:65]=[CH:64][C:63]=3[F:69])[CH:55]=2)[CH:49]=[CH:50][N:51]=1. Procedure: The procedures for trans-4-[8-Amino-1-(3-benzyloxy-phenyl)-imidazo[1,5-a]pyrazin-3-yl]-cyclohexanecarboxylic acid amide were applied to 4-{8-Amino-1-[3-(2,6-difluoro-benzyloxy)-phenyl]-imidazo[1,5-a]pyrazin-3-yl}-cyclohexanecarboxylic acid methyl ester to afford the title compound; MS (ES+): m/z 478.02 [MH+]. Starting materials: N1CCCC1 (pyrrolidine), C(C)(C)N(CC)C(C)C (diisopropyl ethylamine), COC=1C=C(C=CC1[N+](=O)[O-])CC(=O)O (2-(3-methoxy-4-nitrophenyl)acetic acid). Run in S(=O)(Cl)Cl (thionyl dichloride). Run at time 8 hour. Yields the product COC=1C=C(C=CC1[N+](=O)[O-])CC(=O)N1CCCC1 (2-(3-methoxy-4-nitrophenyl)-1-(pyrrolidin-1-yl)ethanone). As a reaction SMILES: [CH3:1][O:2][C:3]1[CH:4]=[C:5]([CH2:12][C:13]([OH:15])=O)[CH:6]=[CH:7][C:8]=1[N+:9]([O-:11])=[O:10].[NH:16]1[CH2:20][CH2:19][CH2:18][CH2:17]1.C(N(C(C)C)CC)(C)C>S(Cl)(Cl)=O>[CH3:1][O:2][C:3]1[CH:4]=[C:5]([CH2:12][C:13]([N:16]2[CH2:20][CH2:19][CH2:18][CH2:17]2)=[O:15])[CH:6]=[CH:7][C:8]=1[N+:9]([O-:11])=[O:10]. Procedure: A solution of the product of EXAMPLE 30B (1 g, 4.74 mmol) in thionyl dichloride (20 mL) was stirred at reflux for 3 hours. The solution was concentrated and the residue was diluted with dry dichloromethane (20 mL) and dropped into a solution of pyrrolidine (0.63 mL, 7.1 mmol) and diisopropyl ethylamine (1.7 mL, 9.5 mmol). The mixture was stirred at room temperature overnight and the mixture was washed with 1N aqueous hydrochloric acid (20 mL) and brine. The organic phase was dried over anhydrous...